The task is: describe an organic reaction: reactants, conditions, products, and yield. This data is from the Open Reaction Database (ORD), a public repository of structured organic reaction records. Reactants: [OH-].[Na+] (NaOH), BrC1=C(C=CC=C1)S (2-Bromothiophenol), BrCC(=O)OC (methyl 2-bromoacetate), N1=CC=CC=C1 (pyridine). Run in CS(=O)C (DMSO), CCOC(=O)C (EtOAc). Reaction conditions: time 1 hour. Product: BrC1=C(C=CC=C1)SCC(=O)O (2-{(2-Bromophenyl)thio}acetic acid). Isolated yield 69.5%. RXN SMILES: [Br:1][C:2]1[CH:7]=[CH:6][CH:5]=[CH:4][C:3]=1[SH:8].Br[CH2:10][C:11]([O:13]C)=[O:12].N1C=CC=CC=1.[OH-].[Na+]>CS(C)=O.CCOC(C)=O>[Br:1][C:2]1[CH:7]=[CH:6][CH:5]=[CH:4][C:3]=1[S:8][CH2:10][C:11]([OH:13])=[O:12] |f:3.4|. Procedure details: 2-Bromothiophenol (4.00 g, 21.6 mmol) was added to a solution of methyl 2-bromoacetate (2.20 mL, 23.3 mmol) and pyridine (1.88 mL, 23.3 mmol) in DMSO (50 mL) at room temperature. The reaction mixture was stirred at room temperature for 1 h. The mixture was diluted with EtOAc (300 mL) and the resulting solution was washed with water (2×250 mL) and brine (100 mL), dried (MgSO4), filtered and concentrated under reduced pressure. The residue was dissolved in THF (50 mL), aqueous 1 N NaOH solution (2...